This data is from the Open Reaction Database (ORD), a public repository of structured organic reaction records. The task is: describe an organic reaction: reactants, conditions, products, and yield Reactants: CC(C)(C)OC(=O)CC(C(=O)O)c1cccc2cnccc12, CC(C)(C)c1ccc(CN)cc1, CS(C)=O, O=C(O)Cc1cccc2cnccc12. Product: CC(C)(C)OC(=O)CC(C(=O)NCc1ccc(C(C)(C)C)cc1)c1cccc2cnccc12. Reaction SMILES: [C:13]([CH3:14])([CH3:15])([CH3:16])[O:17][C:18]([CH2:19][CH:20]([C:21](=[O:22])[OH:23])[c:24]1[c:25]2[cH:26][cH:27][n:28][cH:29][c:30]2[cH:31][cH:32][cH:33]1)=[O:34].[C:1]([CH3:2])([CH3:3])([CH3:4])[c:5]1[cH:6][cH:7][c:8]([CH2:9][NH2:10])[cH:11][cH:12]1.[CH3:49][S:50]([CH3:51])=[O:52].[cH:35]1[c:36]2[c:37]([c:38]([CH2:39][C:40]([OH:41])=[O:42])[cH:43][cH:44][cH:45]2)[cH:46][cH:47][n:48]1>>[C:1]([CH3:2])([CH3:3])([CH3:4])[c:5]1[cH:6][cH:7][c:8]([CH2:9][NH:10][C:21]([CH:20]([CH2:19][C:18]([O:17][C:13]([CH3:14])([CH3:15])[CH3:16])=[O:34])[c:24]2[c:25]3[cH:26][cH:27][n:28][cH:29][c:30]3[cH:31][cH:32][cH:33]2)=[O:22])[cH:11][cH:12]1. Reactants: Cl.N[C@@H](C)C(=O)N (L-Alaninamide hydrochloride), C(#N)C1=CC=C(C[C@@]2(C(N(C=3N2C(=CN3)S(=O)(=O)Cl)C3=CC(=CC(=C3)Cl)Cl)=O)C)C=C1 ((R)-5-(4-cyano-benzyl)-7-(3,5-dichloro-phenyl)-5-methyl-6-oxo-6,7-dihydro-5H-imidazo[1,2-a]imidazole-3-sulfonyl chloride). The reagents and catalysts are CN(C)C=1C=CN=CC1 (DMAP). Run in CN(C)C=O (DMF), CN(C)C=O (DMF), CCOC(=O)C (EtOAc). Run at time 1 hour. Product: C(#N)C1=CC=C(C[C@@]2(C(N(C=3N2C(=CN3)S(=O)(=O)N[C@H](C(=O)N)C)C3=CC(=CC(=C3)Cl)Cl)=O)C)C=C1 ((S)-2-[(R)-5-(4-cyano-benzyl)-7-(3,5-dichloro-phenyl)-5-methyl-6-oxo-6,7-dihydro-5H-imidazo[1,2-a]imidazole-3-sulfonylamino]-propionamide). The yield is 79.6%. As a reaction SMILES: Cl.[NH2:2][C@H:3]([C:5]([NH2:7])=[O:6])[CH3:4].[C:8]([C:10]1[CH:38]=[CH:37][C:13]([CH2:14][C@@:15]2([CH3:36])[N:19]3[C:20]([S:23](Cl)(=[O:25])=[O:24])=[CH:21][N:22]=[C:18]3[N:17]([C:27]3[CH:32]=[C:31]([Cl:33])[CH:30]=[C:29]([Cl:34])[CH:28]=3)[C:16]2=[O:35])=[CH:12][CH:11]=1)#[N:9]>CN(C=O)C.CN(C1C=CN=CC=1)C.CCOC(C)=O>[C:8]([C:10]1[CH:11]=[CH:12][C:13]([CH2:14][C@@:15]2([CH3:36])[N:19]3[C:20]([S:23]([NH:2][C@@H:3]([CH3:4])[C:5]([NH2:7])=[O:6])(=[O:25])=[O:24])=[CH:21][N:22]=[C:18]3[N:17]([C:27]3[CH:28]=[C:29]([Cl:34])[CH:30]=[C:31]([Cl:33])[CH:32]=3)[C:16]2=[O:35])=[CH:37][CH:38]=1)#[N:9] |f:0.1|. Procedure: L-Alaninamide hydrochloride (0.151 g, 1.209 mmol) was dissolved in anhydrous DMF and DMAP (0.197 g, 1.612 mmol) was added to the solution. The reaction mixture was stirred at room temperature for 1 h. Then, (R)-5-(4-cyano-benzyl)-7-(3,5-dichloro-phenyl)-5-methyl-6-oxo-6,7-dihydro-5H-imidazo[1,2-a]imidazole-3-sulfonyl chloride (0.24 g, 0.484 mmol) in anhydrous DMF was added to the reaction mixture and stirred for additional 10 min. The reaction solution was diluted with EtOAc and washed with wate... Reactants: ClC(Cl)(Cl)Cl, CC(C)Sc1ncccc1OC1CCCCC1O, ClCCl, c1ccc(P(c2ccccc2)c2ccccc2)cc1. Yields the product CC(C)Sc1ncccc1OC1CCCCC1Cl. RXN SMILES: [C:38]([Cl:39])([Cl:40])([Cl:41])[Cl:42].[CH:20]([CH3:21])([CH3:22])[S:23][c:24]1[n:25][cH:26][cH:27][cH:28][c:29]1[O:30][CH:31]1[CH:32]([OH:37])[CH2:33][CH2:34][CH2:35][CH2:36]1.[Cl:43][CH2:44][Cl:45].[c:1]1([P:2]([c:3]2[cH:4][cH:5][cH:6][cH:7][cH:8]2)[c:9]2[cH:10][cH:11][cH:12][cH:13][cH:14]2)[cH:15][cH:16][cH:17][cH:18][cH:19]1>>[CH:20]([CH3:21])([CH3:22])[S:23][c:24]1[n:25][cH:26][cH:27][cH:28][c:29]1[O:30][CH:31]1[CH:32]([Cl:39])[CH2:33][CH2:34][CH2:35][CH2:36]1. Starting materials: ClC(Cl)Cl, CC(=O)CCc1ccc(O)c([N+](=O)[O-])c1, O=S(=O)(Cl)Cl. Yields the product CC(=O)C(Cl)Cc1ccc(O)c([N+](=O)[O-])c1. As a reaction SMILES: [CH:21]([Cl:22])([Cl:23])[Cl:24].[OH:1][c:2]1[c:3]([N+:13](=[O:14])[O-:15])[cH:4][c:5]([CH2:8][CH2:9][C:10]([CH3:11])=[O:12])[cH:6][cH:7]1.[S:16]([Cl:17])(=[O:18])([Cl:19])=[O:20]>>[OH:1][c:2]1[c:3]([N+:13](=[O:14])[O-:15])[cH:4][c:5]([CH2:8][CH:9]([C:10]([CH3:11])=[O:12])[Cl:19])[cH:6][cH:7]1.